Dataset: the Open Reaction Database (ORD), a public repository of structured organic reaction records. Task: describe an organic reaction: reactants, conditions, products, and yield Reactants: CC1=CC(=NO1)CN1C(N(C(C2=C1C=C(S2)C2=CC=CC=C2)=O)C2CCN(CC2)C(=O)OC(C)(C)C)=O (tert-butyl 4-{1-[(5-methylisoxazol-3-yl)methyl]-2,4-dioxo-6-phenyl-1,4-dihydrothieno[3,2-d]pyrimidin-3(2H)-yl}piperidine-1-carboxylate), CC1=CC(=NO1)CN1C(N(C(C2=C1C=C(S2)C2=CC=CC=C2)=O)C2CCN(CC2)C(=O)OC(C)(C)C)=O (tert-butyl 4-{1-[(5-methylisoxazol-3-yl)methyl]-2,4-dioxo-6-phenyl-1,4-dihydrothieno[3,2-d]pyrimidin-3(2H)-yl}piperidine-1-carboxylate), Cl (hydrogen chloride). Solvent: C(Cl)Cl (DCM), O1CCOCC1 (1,4-dioxane). The product is Cl.CC1=CC(=NO1)CN1C(N(C(C2=C1C=C(S2)C2=CC=CC=C2)=O)C2CCNCC2)=O (1-[(5-methylisoxazol-3-yl)methyl]-6-phenyl-3-(piperidin-4-yl)thieno[3,2-d]pyrimidine-2,4(1H,3H)-dione hydrochloride). Reaction SMILES: [CH3:1][C:2]1[O:6][N:5]=[C:4]([CH2:7][N:8]2[C:13]3[CH:14]=[C:15]([C:17]4[CH:22]=[CH:21][CH:20]=[CH:19][CH:18]=4)[S:16][C:12]=3[C:11](=[O:23])[N:10]([CH:24]3[CH2:29][CH2:28][N:27](C(OC(C)(C)C)=O)[CH2:26][CH2:25]3)[C:9]2=[O:37])[CH:3]=1.[ClH:38]>C(Cl)Cl.O1CCOCC1>[ClH:38].[CH3:1][C:2]1[O:6][N:5]=[C:4]([CH2:7][N:8]2[C:13]3[CH:14]=[C:15]([C:17]4[CH:18]=[CH:19][CH:20]=[CH:21][CH:22]=4)[S:16][C:12]=3[C:11](=[O:23])[N:10]([CH:24]3[CH2:29][CH2:28][NH:27][CH2:26][CH2:25]3)[C:9]2=[O:37])[CH:3]=1 |f:4.5|. Reported procedure: A solution of tert-butyl 4-{1-[(5-methylisoxazol-3-yl)methyl]-2,4-dioxo-6-phenyl-1,4-dihydrothieno[3,2-d]pyrimidin-3(2H)-yl}piperidine-1-carboxylate (841 mg; compound B6) in DCM (15 ml) is reacted with a solution of hydrogen chloride in 1,4-dioxane (1.5 ml, 4.0 M) according to the procedure described in example B28 to afford the title compound as a solid. Starting materials: C(CCCCCCCCCCC)(=O)OC=C (vinyl laurate), C(C=C)(=O)N (acrylamide). Reagents/catalysts: azoisobutyronitrile. Run in CO (methanol), CO (methanol). Run at temperature 60 celsius. The product is C(C=C)(=O)N.C(CCCCCCCCCCC)(=O)OC=C (Acrylamide vinyl laurate). RXN SMILES: [C:1]([O:14][CH:15]=[CH2:16])(=[O:13])[CH2:2][CH2:3][CH2:4][CH2:5][CH2:6][CH2:7][CH2:8][CH2:9][CH2:10][CH2:11][CH3:12].[C:17]([NH2:21])(=[O:20])[CH:18]=[CH2:19]>CO>[C:17]([NH2:21])(=[O:20])[CH:18]=[CH2:19].[C:1]([O:14][CH:15]=[CH2:16])(=[O:13])[CH2:2][CH2:3][CH2:4][CH2:5][CH2:6][CH2:7][CH2:8][CH2:9][CH2:10][CH2:11][CH3:12] |f:3.4|. Reported procedure: 169.5 gm (0.75 mol) of vinyl laurate were dissolved in 400 gm of methanol. To the solution were added 2 gm of azoisobutyronitrile as catalyst. The resulting solution was heated to 60° C and maintained at this temperature for six hours with agitation. During the first two hours of heating, 17.75 gm (0.25 mol) of acrylamide dissolved in 160 l gm of methanol were slowly added drop by drop. The copolymer precipitated during the course of the reaction. After the reaction was complete, the solvent was... Reactants: C(C)(C)(C)C=1C=C(C=C(C1O)C(C)(C)C)SCCCCOC=1C=CC2=C(C(OC(N2)=O)(C)C)C1 (6-[4-(3,5-ditert.butyl-4-hydroxy-phenylmercapto)-butoxy]-4,4-dimethyl-4H-3,1-benzoxazin-2-one), OO (hydrogen peroxide). Yields the product C(C)(C)(C)C=1C=C(C=C(C1O)C(C)(C)C)S(=O)CCCCOC=1C=CC2=C(C(OC(N2)=O)(C)C)C1 (6-[4-(3,5-Di-tert.butyl-4-hydroxy-phenylsulfinyl)-butoxy]-4,4-dimethyl-4H-3,1-benzoxazin-2-one). RXN SMILES: [C:1]([C:5]1[CH:6]=[C:7]([S:16][CH2:17][CH2:18][CH2:19][CH2:20][O:21][C:22]2[CH:23]=[CH:24][C:25]3[NH:30][C:29](=[O:31])[O:28][C:27]([CH3:33])([CH3:32])[C:26]=3[CH:34]=2)[CH:8]=[C:9]([C:12]([CH3:15])([CH3:14])[CH3:13])[C:10]=1[OH:11])([CH3:4])([CH3:3])[CH3:2].[OH:35]O>>[C:12]([C:9]1[CH:8]=[C:7]([S:16]([CH2:17][CH2:18][CH2:19][CH2:20][O:21][C:22]2[CH:23]=[CH:24][C:25]3[NH:30][C:29](=[O:31])[O:28][C:27]([CH3:33])([CH3:32])[C:26]=3[CH:34]=2)=[O:35])[CH:6]=[C:5]([C:1]([CH3:2])([CH3:3])[CH3:4])[C:10]=1[OH:11])([CH3:15])([CH3:14])[CH3:13]. Procedure: Prepared analogously to Example 2 from 6-[4-(3,5-ditert.butyl-4-hydroxy-phenylmercapto)-butoxy]-4,4-dimethyl-4H-3,1-benzoxazin-2-one and hydrogen peroxide. The reactants are [Cl-], O=S(Cl)Cl, NS(=O)(=O)c1ccsc1C(=O)O. The product is [Cl-], O=C1NS(=O)(=O)c2ccsc21. As a reaction SMILES: [Cl-:13].[S:14]([Cl:15])([Cl:16])=[O:17].[S:1]([NH2:2])(=[O:3])(=[O:4])[c:5]1[c:6]([C:10](=[O:11])[OH:12])[s:7][cH:8][cH:9]1>>[Cl-:13].[S:1]1(=[O:3])(=[O:4])[NH:2][C:10](=[O:12])[c:6]2[c:5]1[cH:9][cH:8][s:7]2. The reactants are IC1=CN=CN1C (5-iodo-1-methyl-1H-imidazole), ClC1=C(C(=CC=C1F)OC)[C@@H](C)C1=CNC2=NC=C(C=C21)B2OC(C(O2)(C)C)(C)C (3-[(S)-1-(2-chloro-3-fluoro-6-methoxy-phenyl)-ethyl]-5-(4,4,5,5-tetramethyl-[1,3,2]dioxaborolan-2-yl)-1H-pyrrolo[2,3-b]pyridine), C([O-])([O-])=O.[K+].[K+] (potassium carbonate), ClCCl (dichloromethane). Reagents/catalysts: C1=CC=C(C=C1)P([C-]2C=CC=C2)C3=CC=CC=C3.C1=CC=C(C=C1)P([C-]2C=CC=C2)C3=CC=CC=C3.Cl[Pd]Cl.[Fe+2] (1,1′-bis(diphenylphosphino)ferrocenepalladium(II) dichloride). The solvent is O1CCOCC1 (dioxane). Reaction conditions: temperature 100 celsius. Yields the product ClC1=C(C(=CC=C1F)OC)[C@@H](C)C1=CNC2=NC=C(C=C21)C2=CN=CN2C (3-[(1S)-1-(2-Chloro-3-fluoro-6-methoxyphenyl)ethyl]-5-(1-methyl-1H-imidazol-5-yl)-1H-pyrrolo[2,3-b]pyridine). Reaction SMILES: I[C:2]1[N:6]([CH3:7])[CH:5]=[N:4][CH:3]=1.[Cl:8][C:9]1[C:14]([F:15])=[CH:13][CH:12]=[C:11]([O:16][CH3:17])[C:10]=1[C@H:18]([C:20]1[C:28]2[C:23](=[N:24][CH:25]=[C:26](B3OC(C)(C)C(C)(C)O3)[CH:27]=2)[NH:22][CH:21]=1)[CH3:19].C(=O)([O-])[O-].[K+].[K+].ClCCl>C1C=CC(P(C2C=CC=CC=2)[C-]2C=CC=C2)=CC=1.C1C=CC(P(C2C=CC=CC=2)[C-]2C=CC=C2)=CC=1.Cl[Pd]Cl.[Fe+2].O1CCOCC1>[Cl:8][C:9]1[C:14]([F:15])=[CH:13][CH:12]=[C:11]([O:16][CH3:17])[C:10]=1[C@H:18]([C:20]1[C:28]2[C:23](=[N:24][CH:25]=[C:26]([C:2]3[N:6]([CH3:7])[CH:5]=[N:4][CH:3]=3)[CH:27]=2)[NH:22][CH:21]=1)[CH3:19] |f:2.3.4,6.7.8.9|. Reported procedure: A solution of 5-iodo-1-methyl-1H-imidazole (0.0217 g, 0.104 mmol), 3-[(S)-1-(2-chloro-3-fluoro-6-methoxy-phenyl)-ethyl]-5-(4,4,5,5-tetramethyl-[1,3,2]dioxaborolan-2-yl)-1H-pyrrolo[2,3-b]pyridine (0.030 g, 0.070 mmol), potassium carbonate (0.0289 g, 0.209 mmol) and 1,1′-bis(diphenylphosphino)ferrocenepalladium(II) dichloride, dichloromethane (2.84 mg, 0.00348 mmol) in previously degassed 4:1 dioxane:water (1.50 mL) was evacuated and charged with N2 (2×) and heated under microwave conditions [Biot... The reactants are CC(C)(C)[O-], [K+], CC(=O)Nc1ccc(-c2c(C#N)c(N)nc(Sc3ccccc3)c2C#N)cc1, OCc1cccnc1. Product: CC(=O)Nc1ccc(-c2c(C#N)c(N)nc(OCc3cccnc3)c2C#N)cc1. RXN SMILES: [CH3:29][C:30]([CH3:31])([O-:32])[CH3:33].[K+:34].[NH2:1][c:2]1[n:3][c:4]([S:22][c:23]2[cH:24][cH:25][cH:26][cH:27][cH:28]2)[c:5]([C:20]#[N:21])[c:6](-[c:10]2[cH:11][cH:12][c:13]([NH:16][C:17]([CH3:18])=[O:19])[cH:14][cH:15]2)[c:7]1[C:8]#[N:9].[n:35]1[cH:36][c:37]([CH2:41][OH:42])[cH:38][cH:39][cH:40]1>>[NH2:1][c:2]1[n:3][c:4]([O:42][CH2:41][c:37]2[cH:36][n:35][cH:40][cH:39][cH:38]2)[c:5]([C:20]#[N:21])[c:6](-[c:10]2[cH:11][cH:12][c:13]([NH:16][C:17]([CH3:18])=[O:19])[cH:14][cH:15]2)[c:7]1[C:8]#[N:9].